Dataset: the Open Reaction Database (ORD), a public repository of structured organic reaction records. Task: describe an organic reaction: reactants, conditions, products, and yield The reactants are C(C)OC(CC(=O)[C@H]1N(CCC1)C(=O)OC(C)(C)C)=O (tert-Butyl (2S)-2-(3-ethoxy-3-oxopropanoyl)-1-pyrrolidinecarboxylate), C(=O)C=1SC(=CC1)C(=O)O (2-formyl-5-thiophene carboxylic acid), N1CCCCC1 (piperidine), ceric ammonium nitrate, C(=O)(C(F)(F)F)O (TFA), product, N\C(=C/C(=O)OCC)\CCC1=CC=C(C=C1)F (ethyl (2Z)-3-amino-5-(4-fluorophenyl)-2-pentenoate). Run in CN(C)C=O (DMF), CCOCC (Et2O), O (H2O), CO (MeOH), CCOC(=O)C (EtOAc), CCOCC (Et2O), CC#N (CH3CN). Reaction conditions: time 45 minute. Yields the product C(C)OC(=O)C1=C(C2=C([C@@H]3CCCN3C2=O)N=C1CCC1=CC=C(C=C1)F)C1=CC=C(S1)C(=O)O (5-{(9aS)-3-(ethoxycarbonyl)-2-[2-(4-fluorophenyl)ethyl]-5-oxo-7,8,9,9a-tetrahydro-5H-pyrido[2,3-a]pyrrolizin-4-yl}-2-thiophenecarboxylic acid). Yield: 43.7%. Reaction SMILES: C(O[C:4](=O)[CH2:5][C:6]([C@@H:8]1[CH2:12][CH2:11][CH2:10][N:9]1[C:13]([O:15]C(C)(C)C)=O)=O)C.C([C:23]1[S:24][C:25]([C:28]([OH:30])=[O:29])=[CH:26][CH:27]=1)=O.N1CCCCC1.[NH2:37]/[C:38](/[CH2:45][CH2:46][C:47]1[CH:52]=[CH:51][C:50]([F:53])=[CH:49][CH:48]=1)=[CH:39]\[C:40]([O:42][CH2:43][CH3:44])=[O:41].C(O)(C(F)(F)F)=O>CCOCC.CC#N.CO.CCOC(C)=O.O.CN(C=O)C>[CH2:43]([O:42][C:40]([C:39]1[C:38]([CH2:45][CH2:46][C:47]2[CH:48]=[CH:49][C:50]([F:53])=[CH:51][CH:52]=2)=[N:37][C:6]2[C@H:8]3[N:9]([C:13](=[O:15])[C:5]=2[C:4]=1[C:23]1[S:24][C:25]([C:28]([OH:30])=[O:29])=[CH:26][CH:27]=1)[CH2:10][CH2:11][CH2:12]3)=[O:41])[CH3:44]. Reported procedure: A DMF (10 mL) solution of tert-Butyl (2S)-2-(3-ethoxy-3-oxopropanoyl)-1-pyrrolidinecarboxylate (2.85 g, 9.99 mmol), 2-formyl-5-thiophene carboxylic acid (1.56 g, 9.99 mmol) and piperidine (0.494 mL, 5.00 mmol) was heated to 80° C. for 45 min and then cooled to ambient temperature. The reaction mixture was diluted with Et2O and washed 1 N HCl, 2× H2O, 1× brine and the organics dried (Na2SO4), filtered and concentrated to a brown residue. The Knoevenagel product (4.23 g, 9.99 mmol) and ethyl (2Z)-... Starting materials: [BH3-]C#N, ClCCl, CO, O=C[O-], [NH4+], [Na+], O=C1CCC(c2ccccc2)CC1. Yields the product NC1CCC(c2ccccc2)CC1. Reaction SMILES: [C:18](#[N:19])[BH3-:20].[CH2:24]([Cl:25])[Cl:26].[CH3:22][OH:23].[CH:1]([O-:2])=[O:3].[NH4+:4].[Na+:21].[c:5]1([CH:11]2[CH2:12][CH2:13][C:14](=[O:17])[CH2:15][CH2:16]2)[cH:6][cH:7][cH:8][cH:9][cH:10]1>>[c:5]1([CH:11]2[CH2:12][CH2:13][CH:14]([NH2:19])[CH2:15][CH2:16]2)[cH:6][cH:7][cH:8][cH:9][cH:10]1. Reactants: C1(=CC=CC2=CC=CC=C12)O (α-naphthol), CN1CCCC1 (N-methylpyrrolidine), ClCC1=CC=C(C(=O)Cl)C=C1 (p-chloromethylbenzoyl chloride). The solvent is C1=CC=CC=C1 (benzene), C1=CC=CC=C1 (benzene). Yields the product C1(=CC=CC2=CC=CC=C12)OC(C1=CC=C(C=C1)CCl)=O (p-Chloromethylbenzoicacid-α-napthyl ester). Reaction SMILES: [C:1]1([OH:11])[C:10]2[C:5](=[CH:6][CH:7]=[CH:8][CH:9]=2)[CH:4]=[CH:3][CH:2]=1.CN1CCCC1.[Cl:18][CH2:19][C:20]1[CH:28]=[CH:27][C:23]([C:24](Cl)=[O:25])=[CH:22][CH:21]=1>C1C=CC=CC=1>[C:1]1([O:11][C:24](=[O:25])[C:23]2[CH:27]=[CH:28][C:20]([CH2:19][Cl:18])=[CH:21][CH:22]=2)[C:10]2[C:5](=[CH:6][CH:7]=[CH:8][CH:9]=2)[CH:4]=[CH:3][CH:2]=1. Procedure: 72.1 g (0.5 mole) of α-naphthol was heated to 50° C. with 150 ml of benzene and 0.5 ml of N-methylpyrrolidine, whereupon a clear solution was obtained. Following the procedure of Method C, 95 g (0.5 mole) of p-chloromethylbenzoyl chloride dissolved in 80 ml of benzene was added drop by drop over a period of about 30 minutes, and then the mixture was refluxed for 5 hours under a weak current of nitrogen gas. The benzene was then distilled from the clear, orange-colored solution. The residue cryst... Starting materials: Cc1ccccc1, CCN(C(C)C)C(C)C, O=C(CCl)Nc1cccc([N+](=O)[O-])c1, N#Cc1cccnc1N1CCNCC1. Yields the product N#Cc1cccnc1N1CCN(CC(=O)Nc2cccc([N+](=O)[O-])c2)CC1. RXN SMILES: [CH3:38][c:39]1[cH:40][cH:41][cH:42][cH:43][cH:44]1.[CH:15]([N:16]([CH2:17][CH3:18])[CH:19]([CH3:20])[CH3:21])([CH3:22])[CH3:23].[Cl:24][CH2:25][C:26](=[O:27])[NH:28][c:29]1[cH:30][c:31]([N+:35](=[O:36])[O-:37])[cH:32][cH:33][cH:34]1.[N:1]1([c:7]2[n:8][cH:9][cH:10][cH:11][c:12]2[C:13]#[N:14])[CH2:2][CH2:3][NH:4][CH2:5][CH2:6]1>>[N:1]1([c:7]2[n:8][cH:9][cH:10][cH:11][c:12]2[C:13]#[N:14])[CH2:2][CH2:3][N:4]([CH2:25][C:26](=[O:27])[NH:28][c:29]2[cH:30][c:31]([N+:35](=[O:36])[O-:37])[cH:32][cH:33][cH:34]2)[CH2:5][CH2:6]1.